The task is: describe an organic reaction: reactants, conditions, products, and yield. This data is from the Open Reaction Database (ORD), a public repository of structured organic reaction records. As a reaction SMILES: [CH2:1]([O:8][C:9]1[CH:17]=[CH:16][C:12]([C:13](O)=[O:14])=[CH:11][CH:10]=1)[C:2]1[CH:7]=[CH:6][CH:5]=[CH:4][CH:3]=1.C(Cl)(=O)C(Cl)=O.[NH3:24]>C1COCC1.CN(C)C=O>[CH2:1]([O:8][C:9]1[CH:17]=[CH:16][C:12]([C:13]([NH2:24])=[O:14])=[CH:11][CH:10]=1)[C:2]1[CH:7]=[CH:6][CH:5]=[CH:4][CH:3]=1. The reactants are C(C1=CC=CC=C1)OC1=CC=C(C(=O)O)C=C1 (4-benzyloxybenzoic acid), C(C(=O)Cl)(=O)Cl (oxalyl chloride), ice, N (ammonia). The product is C(C1=CC=CC=C1)OC1=CC=C(C(=O)N)C=C1 (4-Benzyloxybenzamide). Procedure details: To a suspension of 4.565 g (20 mmol) 4-benzyloxybenzoic acid in 25 ml THF and 0.3 ml N,N-dimethylformamide was added dropwise at 0° C. a solution of 2.6 ml oxalyl chloride in 5 ml THF. Stirring was continued for 3 hours at room temperature, then the suspension was added slowly to a stirred ice-cold solution of concentrated aqueous ammonia. The organic solvent was evaporated, 100 ml water added and the precipitate isolated and dried in vacuo at 50° C. Yield: 4.29 g (94%) white solid. The solvent is C1CCOC1 (THF), CN(C=O)C (N,N-dimethylformamide), C1CCOC1 (THF). Run at time 3 hour. Reactants: C(C1=CC=CC=C1)N1C(C2(CC2C1=O)C1=CC=C(C=C1)[N+](=O)[O-])=O (3-benzyl-1-(4-nitrophenyl)-3-azabicyclo[3.1.0]hexane-2,4-dione). Reagents/catalysts: [Pd] (palladium on carbon). Run in C(C)O (ethanol), C(C)O (ethanol). Yields the product NC1=CC=C(C=C1)C12C(N(C(C2C1)=O)CC1=CC=CC=C1)=O (1-(4-Aminophenyl)-3benzyl-3-azabicyclo[3.1.0]hexane-2,4-dione). Reaction SMILES: [CH2:1]([N:8]1[C:13](=[O:14])[CH:12]2[C:10]([C:15]3[CH:20]=[CH:19][C:18]([N+:21]([O-])=O)=[CH:17][CH:16]=3)([CH2:11]2)[C:9]1=[O:24])[C:2]1[CH:7]=[CH:6][CH:5]=[CH:4][CH:3]=1>C(O)C.[Pd]>[NH2:21][C:18]1[CH:19]=[CH:20][C:15]([C:10]23[CH2:11][CH:12]2[C:13](=[O:14])[N:8]([CH2:1][C:2]2[CH:3]=[CH:4][CH:5]=[CH:6][CH:7]=2)[C:9]3=[O:24])=[CH:16][CH:17]=1. Reported procedure: Following the procedure of Example 3, a solution of 2.0 g of 3-benzyl-1-(4-nitrophenyl)-3-azabicyclo[3.1.0]hexane-2,4-dione in 100 ml of ethanol is hydrogenated in the presence of 0.2 g of 5% palladium on carbon and worked up, affording the title compound which melts at 154°-155° C. after recrystallsation from ethanol. Reactants: BrC=1C(CC2(C1C1=CC=C(C=C1CC2)OC)CC)=O (1-bromo-3a-ethyl-7-methoxy-3,3a,4,5-tetrahydro-2H-cyclopenta[a]naphthalen-2-one), C1(=CC=CC=C1)[As](C1=CC=CC=C1)C1=CC=CC=C1 (triphenylarsine), O (water), C(=O)([O-])[O-].[Cs+].[Cs+] (Cs2CO3), C(C)B(CC)CC (triethylborane), solution. Solvent: CN(C)C=O (DMF), O1CCCC1 (tetrahydrofuran). Conditions: temperature 60 celsius. Product: C(C)C=1C(CC2(C1C1=CC=C(C=C1CC2)OC)CC)=O (1,3a-diethyl-7-methoxy-3,3a,4,5-tetrahydro-2H-cyclopenta[a]naphthalen-2-one). Reaction SMILES: Br[C:2]1[C:3](=[O:19])[CH2:4][C:5]2([CH2:17][CH3:18])[CH2:14][CH2:13][C:12]3[C:7](=[CH:8][CH:9]=[C:10]([O:15][CH3:16])[CH:11]=3)[C:6]=12.[C:20]1([As](C2C=CC=CC=2)C2C=CC=CC=2)C=CC=C[CH:21]=1.O.C([O-])([O-])=O.[Cs+].[Cs+].C(B(CC)CC)C>CN(C=O)C.O1CCCC1>[CH2:20]([C:2]1[C:3](=[O:19])[CH2:4][C:5]2([CH2:17][CH3:18])[CH2:14][CH2:13][C:12]3[C:7](=[CH:8][CH:9]=[C:10]([O:15][CH3:16])[CH:11]=3)[C:6]=12)[CH3:21] |f:3.4.5|. Procedure: A solution of 1-bromo-3a-ethyl-7-methoxy-3,3a,4,5-tetrahydro-2H-cyclopenta[a]naphthalen-2-one (120 mg, 0.37 mmol) in DMF (3 mL) was treated with [1,1′-bis(diphenylphosphino)ferrocene]dichloropalladium(II) dichloromethane complex (61 mg, 0.075 mmol), triphenylarsine (23 mg, 0.075 mmol), water (0.22 mL, 12.2 mmol), Cs2CO3 (244 mg, 0.75 mmol), and triethylborane (0.75 mL of a 1.0M solution in tetrahydrofuran, 0.75 mmol). The resulting mixture was placed under a N2 atmosphere, stirred, and heated in... The reactants are CN(C(=O)CN1C(=O)COc2cc(Cl)c(Cl)cc21)C(CN1CCOCC1)c1ccc(Br)c(F)c1, O=C([O-])[O-], CS(=O)(=O)Nc1ccc(B(O)O)cc1, [Na+], [Na+], CN(C)C=O. Product: CN(C(=O)CN1C(=O)COc2cc(Cl)c(Cl)cc21)C(CN1CCOCC1)c1ccc(-c2ccc(NS(C)(=O)=O)cc2)c(F)c1. RXN SMILES: [Br:1][c:2]1[c:3]([F:34])[cH:4][c:5]([CH:8]([CH2:9][N:10]2[CH2:11][CH2:12][O:13][CH2:14][CH2:15]2)[N:16]([C:17]([CH2:18][N:19]2[C:20](=[O:31])[CH2:21][O:22][c:23]3[c:24]2[cH:25][c:26]([Cl:30])[c:27]([Cl:29])[cH:28]3)=[O:32])[CH3:33])[cH:6][cH:7]1.[C:49](=[O:50])([O-:51])[O-:52].[CH3:35][S:36](=[O:37])(=[O:38])[NH:39][c:40]1[cH:41][cH:42][c:43]([B:46]([OH:47])[OH:48])[cH:44][cH:45]1.[Na+:53].[Na+:54].[O:55]=[CH:56][N:57]([CH3:58])[CH3:59]>>[c:2]1(-[c:43]2[cH:42][cH:41][c:40]([NH:39][S:36]([CH3:35])(=[O:37])=[O:38])[cH:45][cH:44]2)[c:3]([F:34])[cH:4][c:5]([CH:8]([CH2:9][N:10]2[CH2:11][CH2:12][O:13][CH2:14][CH2:15]2)[N:16]([C:17]([CH2:18][N:19]2[C:20](=[O:31])[CH2:21][O:22][c:23]3[c:24]2[cH:25][c:26]([Cl:30])[c:27]([Cl:29])[cH:28]3)=[O:32])[CH3:33])[cH:6][cH:7]1. The reactants are P(Cl)(Cl)(Cl)(Cl)Cl (PCl5), COC1=CC=C(C=C1)S(=O)(=O)C(C)C (1-methoxy-4-(propane-2-sulfonyl)benzene), ClS(=O)(=O)O (chlorosulfonic acid), ice water. Run in ClCCl (dichloromethane). The product is COC1=C(C=C(C=C1)S(=O)(=O)C(C)C)S(=O)(=O)Cl (2-methoxy-5-(propane-2-sulfonyl)benzenesulfonyl chloride). As a reaction SMILES: [CH3:1][O:2][C:3]1[CH:8]=[CH:7][C:6]([S:9]([CH:12]([CH3:14])[CH3:13])(=[O:11])=[O:10])=[CH:5][CH:4]=1.P(Cl)(Cl)(Cl)(Cl)Cl.[Cl:21][S:22](O)(=[O:24])=[O:23]>ClCCl>[CH3:1][O:2][C:3]1[CH:4]=[CH:5][C:6]([S:9]([CH:12]([CH3:14])[CH3:13])(=[O:11])=[O:10])=[CH:7][C:8]=1[S:22]([Cl:21])(=[O:24])=[O:23]. Procedure details: To a solution of crude 1-methoxy-4-(propane-2-sulfonyl)benzene (8 mmol) in dry dichloromethane (20 mL), chlorosulfonic acid (1 mL) was added dropwise at 0° C. The reaction mixture was warmed to room temperature followed by the addition of PCl5 (0.5 g). The resulting reaction mixture was refluxed for 1 h. After cooling to room temperature, the reaction mixture was poured into ice water (50 mL) with vigorous stirring. The aqueous layer was then extracted with EtOAc (2×75 mL). The combined organic ... Starting materials: [BH4-].[Na+] (sodium borohydride), C(C1=CC=CC=C1)OC1=C(C=C(C=O)C=C1)Br (4-(benzyloxy)-3-bromobenzaldehyde), [Cl-].[NH4+] (ammonium chloride). Run in O1CCCC1 (tetrahydrofuran). Run at time 3 hour. Product: C(C1=CC=CC=C1)OC1=C(C=C(C=C1)CO)Br ([4-(Benzyloxy)-3-bromophenyl]methanol). As a reaction SMILES: [CH2:1]([O:8][C:9]1[CH:16]=[CH:15][C:12]([CH:13]=[O:14])=[CH:11][C:10]=1[Br:17])[C:2]1[CH:7]=[CH:6][CH:5]=[CH:4][CH:3]=1.[BH4-].[Na+].[Cl-].[NH4+]>O1CCCC1>[CH2:1]([O:8][C:9]1[CH:16]=[CH:15][C:12]([CH2:13][OH:14])=[CH:11][C:10]=1[Br:17])[C:2]1[CH:7]=[CH:6][CH:5]=[CH:4][CH:3]=1 |f:1.2,3.4|. Procedure details: 1.0 g (3.43 mmol) of 4-(benzyloxy)-3-bromobenzaldehyde [Lit.: R. Baker et al., J. Chem. Soc. Chem. Commun. 14, 1102-1104 (1987)] is initially charged in 10 ml of tetrahydrofuran. At 0° C., 0.04 g (1.03 mmol) of sodium borohydride is added. The reaction mixture is stirred at room temperature for 3 hours. Saturated ammonium chloride solution is then added, and the mixture is extracted twice with ethyl acetate. The combined organic phases are dried with sodium sulphate and the solvent is removed un... Reactants: BrC=1C(=NC=C(C1)C(F)(F)F)N (3-bromo-5-trifluoromethyl-pyridin-2-yl-amine), C(C)(=O)CC(C)=O (acetylacetone), C([O-])([O-])=O.[Cs+].[Cs+] (cesium carbonate), N (ammonia), CN1CCCC1=O (NMP), [Cl-].[NH4+] (ammonium chloride). The reagents and catalysts are C(C)(=O)CC(C)=O.[Cu+2] (copper (II) acetylacetone). Run at temperature 120 celsius, time 7 hour. Product: CNC1=NC=C(C=C1N)C(F)(F)F (N2-methyl-5-trifluoromethylpyridin-2,3-diamin). As a reaction SMILES: BrC1C(N)=NC=C([C:8]([F:11])([F:10])[F:9])C=1.[C:13]([CH2:16][C:17](=O)[CH3:18])(=O)[CH3:14].C(=O)([O-])[O-].[Cs+].[Cs+].[NH3:26].[Cl-].[NH4+:28].C[N:30]1[C:34](=O)CCC1>C(CC(=O)C)(=O)C.[Cu+2]>[CH3:34][NH:30][C:18]1[C:17]([NH2:28])=[CH:16][C:13]([C:8]([F:9])([F:10])[F:11])=[CH:14][N:26]=1 |f:2.3.4,6.7,9.10|. Procedure details: To a pressure-resistant reaction container, N-methyl-(3-bromo-5-trifluoromethyl-pyridin-2-yl-amine (0.51 g), copper (II) acetylacetone (0.11 g), acetylacetone (0.20 g), cesium carbonate (1.30 g), NMP (2 ml), and 28% of aqueous ammonia (1 ml) were added, and stirred at 120° C. for 7 hours, then at 130° C. for 3 hours. The mixture was allowed to cool to room temperature, and then saturated aqueous ammonium chloride solution was poured, and extracted with ethyl acetate. The organic layer was dried ...